From a dataset of the Open Reaction Database (ORD), a public repository of structured organic reaction records. describe an organic reaction: reactants, conditions, products, and yield The reactants are FC1=CC=C(C=C1)N1N=CC2=CC(=CC=C12)C(C(C(=O)OC)(C)C)CC1=CC=CC=C1 (methyl 3-(1-(4-fluorophenyl)-1H-indazol-5-yl)-2,2-dimethyl-4-phenylbutanoate), O.[OH-].[Li+] (lithium hydroxide monohydrate), C(CC(O)(C(=O)O)CC(=O)O)(=O)O (citric acid). Solvent: O1CCOCC1 (dioxane), O (water), O (water), CCOCC (ether), C(C)OCC (diethyl ether). Run at temperature 90 celsius, time 24 hour. The product is FC1=CC=C(C=C1)N1N=CC2=CC(=CC=C12)C(C(C(=O)O)(C)C)CC1=CC=CC=C1 (3-(1-(4-fluorophenyl)-1H-indazol-5-yl)-2,2-dimethyl-4-phenylbutanoic acid). Isolated yield 100.0%. Reaction SMILES: [F:1][C:2]1[CH:7]=[CH:6][C:5]([N:8]2[C:16]3[C:11](=[CH:12][C:13]([CH:17]([CH2:25][C:26]4[CH:31]=[CH:30][CH:29]=[CH:28][CH:27]=4)[C:18]([CH3:24])([CH3:23])[C:19]([O:21]C)=[O:20])=[CH:14][CH:15]=3)[CH:10]=[N:9]2)=[CH:4][CH:3]=1.O.[OH-].[Li+].C(O)(=O)CC(CC(O)=O)(C(O)=O)O>O.CCOCC.O1CCOCC1>[F:1][C:2]1[CH:3]=[CH:4][C:5]([N:8]2[C:16]3[C:11](=[CH:12][C:13]([CH:17]([CH2:25][C:26]4[CH:27]=[CH:28][CH:29]=[CH:30][CH:31]=4)[C:18]([CH3:23])([CH3:24])[C:19]([OH:21])=[O:20])=[CH:14][CH:15]=3)[CH:10]=[N:9]2)=[CH:6][CH:7]=1 |f:1.2.3|. Procedure: A mixture of methyl 3-(1-(4-fluorophenyl)-1H-indazol-5-yl)-2,2-dimethyl-4-phenylbutanoate (210 mg, 0.50 mmol), lithium hydroxide monohydrate (80 mg, 1.9 mmol), water (3 mL), and dioxane (6 mL) was stirred at 90° C. for 24 hr under nitrogen. The reaction mixture was cooled to rt before diethyl ether (20 mL) was added. The ether layer was reextracted with water (2×3 mL). The combined aqueous solutions were acidified with aqueous 10% citric acid solution and extracted with ethyl acetate (3×6 mL). T...